The task is: describe an organic reaction: reactants, conditions, products, and yield. This data is from the Open Reaction Database (ORD), a public repository of structured organic reaction records. The reactants are FC=1C=C(C#N)C=CC1[N+](=O)[O-] (3-fluoro-4-nitrobenzonitrile), C(=O)([O-])[O-].[K+].[K+] (K2CO3), C1(CC1)N (cyclopropyl amine). The solvent is C(Cl)Cl (DCM), O (water). Reaction conditions: time 3 hour. Yields the product C1(CC1)NC=1C=C(C#N)C=CC1[N+](=O)[O-] (3-(cyclopropylamino)-4-nitrobenzonitrile). As a reaction SMILES: F[C:2]1[CH:3]=[C:4]([CH:7]=[CH:8][C:9]=1[N+:10]([O-:12])=[O:11])[C:5]#[N:6].C([O-])([O-])=O.[K+].[K+].[CH:19]1([NH2:22])[CH2:21][CH2:20]1>C(Cl)Cl.O>[CH:19]1([NH:22][C:2]2[CH:3]=[C:4]([CH:7]=[CH:8][C:9]=2[N+:10]([O-:12])=[O:11])[C:5]#[N:6])[CH2:21][CH2:20]1 |f:1.2.3|. Procedure details: To a stirred solution of 3-fluoro-4-nitrobenzonitrile (2.0 g, 0.012 mol) in DCM (20 ml), was added K2CO3 (3.3 g, 0.024 mol) and cyclopropyl amine (6.7 ml, 0.096 mol) and the resulting solution was continued to stir at room temperature for 3 h. The reaction was diluted with cold water and extracted with dichloromethane (3×100 ml). The combined organic layers were washed with brine, dried over Na2SO4 and concentrated under vacuum to afford the title compound 3-(cyclopropylamino)-4-nitrobenzonitril... Reactants: COC(=O)CCCCCNC(=O)C(F)(F)F, [O-]B([O-])[O-]. The product is O=C(O)CCCCCNC(=O)C(F)(F)F. Reaction SMILES: [F:1][C:2]([C:3](=[O:4])[NH:5][CH2:6][CH2:7][CH2:8][CH2:9][CH2:10][C:11](=[O:12])[O:13][CH3:14])([F:15])[F:16].[O-:17][B:18]([O-:19])[O-:20]>>[F:1][C:2]([C:3](=[O:4])[NH:5][CH2:6][CH2:7][CH2:8][CH2:9][CH2:10][C:11](=[O:12])[OH:13])([F:15])[F:16]. Reactants: [BH4-], CCO, [Na+], O, O=Cc1cccc(Sc2ccccc2)c1. Yields the product OCc1cccc(Sc2ccccc2)c1. RXN SMILES: [BH4-:16].[CH3:19][CH2:20][OH:21].[Na+:17].[OH2:18].[c:1]1([S:7][c:8]2[cH:9][c:10]([CH:11]=[O:12])[cH:13][cH:14][cH:15]2)[cH:2][cH:3][cH:4][cH:5][cH:6]1>>[c:1]1([S:7][c:8]2[cH:9][c:10]([CH2:11][OH:12])[cH:13][cH:14][cH:15]2)[cH:2][cH:3][cH:4][cH:5][cH:6]1. The reactants are O=[N+]([O-])c1cc(S(F)(F)(F)(F)F)ccc1Br, CN(C)C=O, [Cl-], Cl, N#C[Cu], O. Product: N#Cc1ccc(S(F)(F)(F)(F)F)cc1[N+](=O)[O-]. RXN SMILES: [Br:4][c:5]1[c:6]([N+:17](=[O:18])[O-:19])[cH:7][c:8]([S:11]([F:12])([F:13])([F:14])([F:15])[F:16])[cH:9][cH:10]1.[CH3:22][N:23]([CH3:24])[CH:25]=[O:26].[Cl-:20].[ClH:21].[Cu:1][C:2]#[N:3].[OH2:27]>>[C:2](#[N:3])[c:5]1[c:6]([N+:17](=[O:18])[O-:19])[cH:7][c:8]([S:11]([F:12])([F:13])([F:14])([F:15])[F:16])[cH:9][cH:10]1.